Dataset: the Open Reaction Database (ORD), a public repository of structured organic reaction records. Task: describe an organic reaction: reactants, conditions, products, and yield The reactants are CC(c1ccc(Br)cc1)N1CCC(CCO[Si](C)(C)C(C)(C)C)(c2ccc(F)cc2)OC1=O, CS(N)(=O)=O, CN(C)CC(=O)O, CCOC(C)=O, [Cu]I, [K+], [K+], [K+], CN(C)C=O, O=P([O-])([O-])[O-]. Yields the product CC(c1ccc(NS(C)(=O)=O)cc1)N1CCC(CCO[Si](C)(C)C(C)(C)C)(c2ccc(F)cc2)OC1=O. Reaction SMILES: [Br:1][c:2]1[cH:3][cH:4][c:5]([CH:8]([CH3:9])[N:10]2[C:11](=[O:33])[O:12][C:13]([c:16]3[cH:17][cH:18][c:19]([F:22])[cH:20][cH:21]3)([CH2:23][CH2:24][O:25][Si:26]([CH3:27])([CH3:28])[C:29]([CH3:30])([CH3:31])[CH3:32])[CH2:14][CH2:15]2)[cH:6][cH:7]1.[CH3:34][S:35](=[O:36])(=[O:37])[NH2:38].[CH3:47][N:48]([CH2:49][C:50](=[O:51])[OH:52])[CH3:53].[CH3:59][CH2:60][O:61][C:62]([CH3:63])=[O:64].[Cu:65][I:66].[K+:44].[K+:45].[K+:46].[O:54]=[CH:55][N:56]([CH3:57])[CH3:58].[P:39]([O-:40])([O-:41])([O-:42])=[O:43]>>[c:2]1([NH:38][S:35]([CH3:34])(=[O:36])=[O:37])[cH:3][cH:4][c:5]([CH:8]([CH3:9])[N:10]2[C:11](=[O:33])[O:12][C:13]([c:16]3[cH:17][cH:18][c:19]([F:22])[cH:20][cH:21]3)([CH2:23][CH2:24][O:25][Si:26]([CH3:27])([CH3:28])[C:29]([CH3:30])([CH3:31])[CH3:32])[CH2:14][CH2:15]2)[cH:6][cH:7]1. Reactants: FC1=C(C=C(C=C1)OC)C (4-Fluoro-3-methylanisol), O (water), [Mn](=O)(=O)(=O)[O-].[K+] (Potassium permanganate). Run in N1=CC=CC=C1 (pyridine). The product is FC1=CC=C(C=C1C(=O)O)OC (6-Fluoro-3-methoxybenzoic acid). Reaction SMILES: [F:1][C:2]1[CH:7]=[CH:6][C:5]([O:8][CH3:9])=[CH:4][C:3]=1[CH3:10].[Mn]([O-])(=O)(=O)=[O:12].[K+].[OH2:17]>N1C=CC=CC=1>[F:1][C:2]1[C:3]([C:10]([OH:12])=[O:17])=[CH:4][C:5]([O:8][CH3:9])=[CH:6][CH:7]=1 |f:1.2|. Procedure details: 4-Fluoro-3-methylanisol (1.0 g, 7.1 mmol) was dissolved in a mixture of pyridine (16 mL) and water (32 mL). Potassium permanganate (3.4 g, 21 mmol) was added and the reaction mixture was refluxed for 3 h and then left at room temperature over night. After filtration and extraction with CH2Cl2 the aqueous phase was acidified with HCl precipitating the product (440 mg). RXN SMILES: [CH3:38][OH:39].[O:1]=[C:2]1[S:3][C:4](=[CH:8][c:9]2[cH:10][cH:11][c:12](-[c:15]3[cH:16][c:17]([CH2:21][N:22]([C:23]([c:24]4[cH:25][c:26]([O:33][CH2:34][CH3:35])[c:27]([O:30][CH2:31][CH3:32])[cH:28][cH:29]4)=[O:36])[CH3:37])[cH:18][cH:19][cH:20]3)[cH:13][cH:14]2)[C:5](=[O:7])[NH:6]1>>[O:1]=[C:2]1[S:3][CH:4]([CH2:8][c:9]2[cH:10][cH:11][c:12](-[c:15]3[cH:16][c:17]([CH2:21][N:22]([C:23]([c:24]4[cH:25][c:26]([O:33][CH2:34][CH3:35])[c:27]([O:30][CH2:31][CH3:32])[cH:28][cH:29]4)=[O:36])[CH3:37])[cH:18][cH:19][cH:20]3)[cH:13][cH:14]2)[C:5](=[O:7])[NH:6]1. Product: CCOc1ccc(C(=O)N(C)Cc2cccc(-c3ccc(CC4SC(=O)NC4=O)cc3)c2)cc1OCC. The reactants are CO, CCOc1ccc(C(=O)N(C)Cc2cccc(-c3ccc(C=C4SC(=O)NC4=O)cc3)c2)cc1OCC. Starting materials: C(C)(C)C1=NC(=C(C(=C1C(=O)OCC)C1=CC=C(C=C1)OCC1=CC=CC=C1)C=CCCC)C(C)C (Ethyl 2,6-diisopropyl-4-(4-benzyloxyphenyl)-5-(Pent-1-enyl)-3-pyridinecarboxylate), [H-].[Al+3].[Li+].[H-].[H-].[H-] (lithium aluminum hydride). The solvent is O1CCCC1 (tetrahydrofuran). Product: C(C)(C)C1=NC(=C(C(=C1CO)C1=CC=C(C=C1)OCC1=CC=CC=C1)C=CCCC)C(C)C (2,6-Diisopropyl-3-hydroxymethyl-4-(4-benzyloxyphenyl)-5-(pent-1-enyl)pyridine). Isolated yield 86.9%. As a reaction SMILES: [CH:1]([C:4]1[C:9]([C:10](OCC)=[O:11])=[C:8]([C:15]2[CH:20]=[CH:19][C:18]([O:21][CH2:22][C:23]3[CH:28]=[CH:27][CH:26]=[CH:25][CH:24]=3)=[CH:17][CH:16]=2)[C:7]([CH:29]=[CH:30][CH2:31][CH2:32][CH3:33])=[C:6]([CH:34]([CH3:36])[CH3:35])[N:5]=1)([CH3:3])[CH3:2].[H-].[Al+3].[Li+].[H-].[H-].[H-]>O1CCCC1>[CH:1]([C:4]1[C:9]([CH2:10][OH:11])=[C:8]([C:15]2[CH:20]=[CH:19][C:18]([O:21][CH2:22][C:23]3[CH:24]=[CH:25][CH:26]=[CH:27][CH:28]=3)=[CH:17][CH:16]=2)[C:7]([CH:29]=[CH:30][CH2:31][CH2:32][CH3:33])=[C:6]([CH:34]([CH3:35])[CH3:36])[N:5]=1)([CH3:3])[CH3:2] |f:1.2.3.4.5.6|. Procedure: The intermediate obtained in Step C (6 g, 12.35 mmol) was dissolved in anhydrous tetrahydrofuran (“THF”) (130 mL) under argon and treated dropwise at room temperature with lithium aluminum hydride (“LAH”)(1.0M in THF, 24.7 mL, 24.7 mmol). The reaction mixture was stirred at reflux for 3 hr, cooled to room temperature and quenched by the addition of 0.9 mL H2O, 0.9 mL 20% aqueous NaOH, and 2.7 mL H2O. The resulting suspension was filtered through a cake of Celite and the filtrate concentrated and...